From a dataset of the Open Reaction Database (ORD), a public repository of structured organic reaction records. describe an organic reaction: reactants, conditions, products, and yield Run at temperature 0 celsius, time 4 hour. As a reaction SMILES: [OH:1][CH:2]([CH3:13])[CH2:3][NH:4][C:5](=[O:12])[C:6]1[CH:11]=[CH:10][N:9]=[CH:8][CH:7]=1.CC(OI1(OC(C)=O)(OC(C)=O)OC(=O)C2C=CC=CC1=2)=O>ClCCl>[O:1]=[C:2]([CH3:13])[CH2:3][NH:4][C:5](=[O:12])[C:6]1[CH:7]=[CH:8][N:9]=[CH:10][CH:11]=1. Isolated yield 59.8%. Starting materials: OC(CNC(C1=CC=NC=C1)=O)C (N-(2-hydroxy-propyl)-isonicotinamide), CC(=O)OI1(C=2C=CC=CC2C(=O)O1)(OC(=O)C)OC(=O)C (Dess-Martin). The product is O=C(CNC(C1=CC=NC=C1)=O)C (N-(2-Oxo-propyl)-isonicotinamide). Solvent: ClCCl (dichlormethane), ClCCl (dichlormethane). Reported procedure: 154 g N-(2-hydroxy-propyl)-isonicotinamide in 500 mL dichlormethane was added to a solution of Dess-Martin reagenz in 1.5 L dichlormethane at 0° C. under nitrogen. The reaction was stirred for 30 min. at 0° C. and 4 h at RT. The mixture was concentrated and the crude product was purified by chromatographie on silica to give 91 g of the desired product. Starting materials: C[Mg+].[Br-] (MeMgBr), FC=1C=C(CNC(=O)C2=C(N(C3=CC(=CC=C23)OC(C)C)CC2=NC=CC=C2)C=O)C=CC1F (N-(3,4-difluorobenzyl)-2-formyl-6-isopropoxy-1-(pyridin-2-ylmethyl)-1H-indole-3-carboxamide), FC=1C=C(CNC(=O)C2=C(N(C3=CC(=CC=C23)OC(C)C)CC2=NC=CC=C2)C=O)C=CC1F (N-(3,4-difluorobenzyl)-2-formyl-6-isopropoxy-1-(pyridin-2-ylmethyl)-1H-indole-3-carboxamide), C[Mg+].[Br-] (MeMgBr). The solvent is COCCOC (1,2-dimethoxy-ethane). Run at time 2 hour. The product is FC=1C=C(CNC(=O)C2=C(N(C3=CC(=CC=C23)OC(C)C)CC2=NC=CC=C2)C(C)O)C=CC1F (N-(3,4-Difluorobenzyl)-2-(1-hydroxyethyl)-6-isopropoxy-1-(pyridin-2-ylmethyl)-1H-indole-3-carboxamide). As a reaction SMILES: [F:1][C:2]1[CH:3]=[C:4]([CH:31]=[CH:32][C:33]=1[F:34])[CH2:5][NH:6][C:7]([C:9]1[C:17]2[C:12](=[CH:13][C:14]([O:18][CH:19]([CH3:21])[CH3:20])=[CH:15][CH:16]=2)[N:11]([CH2:22][C:23]2[CH:28]=[CH:27][CH:26]=[CH:25][N:24]=2)[C:10]=1[CH:29]=[O:30])=[O:8].[CH3:35][Mg+].[Br-]>COCCOC>[F:1][C:2]1[CH:3]=[C:4]([CH:31]=[CH:32][C:33]=1[F:34])[CH2:5][NH:6][C:7]([C:9]1[C:17]2[C:12](=[CH:13][C:14]([O:18][CH:19]([CH3:21])[CH3:20])=[CH:15][CH:16]=2)[N:11]([CH2:22][C:23]2[CH:28]=[CH:27][CH:26]=[CH:25][N:24]=2)[C:10]=1[CH:29]([OH:30])[CH3:35])=[O:8] |f:1.2|. Reported procedure: To a solution of N-(3,4-difluorobenzyl)-2-formyl-6-isopropoxy-1-(pyridin-2-ylmethyl)-1H-indole-3-carboxamide (Compound 105, 102 mg, 0.23 mmol) in 1,2-dimethoxy-ethane (15 ml) was added MeMgBr (1.4 M in toluene-THF, 0.5 ml, 0.70 mmol) at 0° C. The reaction was stirred at room temperature for 2 h and more MeMgBr (1.0 ml, 1.4 mmol) was added. The reaction was stirred at room temperature for another 2 h and was quenched with ice, extracted with EtOAc. The organic layer was washed with brine, dried o... Reactants: Cl (HCl), C(=C)C(O)C1=C(C(=CC=C1)C(F)(F)F)F (α-ethenyl-2-fluoro-3-(trifluoromethyl)benzenemethanol), Cl (HCl). The solvent is O1CCOCC1 (dioxane). The product is ClCC=CC1=C(C(=CC=C1)C(F)(F)F)F (1-(3-Chloro-1-propenyl)-2-fluoro-3-(trifluoromethyl)benzene). As a reaction SMILES: [ClH:1].[CH:2]([CH:4]([C:6]1[CH:11]=[CH:10][CH:9]=[C:8]([C:12]([F:15])([F:14])[F:13])[C:7]=1[F:16])O)=[CH2:3]>O1CCOCC1>[Cl:1][CH2:3][CH:2]=[CH:4][C:6]1[CH:11]=[CH:10][CH:9]=[C:8]([C:12]([F:15])([F:14])[F:13])[C:7]=1[F:16]. Reported procedure: 334 ml of concentrated HCl are added over 10 minutes to a solution of 404.5 g (1.84 mol) of α-ethenyl-2-fluoro-3-(trifluoromethyl)benzenemethanol (prepared according to Example I1) in 3.7 1 of dioxane and the mixture is then heated for 2 h at reflux. 83.5 ml of concentrated HCl are added and the mixture is heated for a further 2 h at reflux. Starting materials: CC(C)(C)c1ccc2oc(=O)n(CCCCl)c2c1, CCCCC1CCNCC1. Yields the product CCCCC1CCN(CCCn2c(=O)oc3ccc(C(C)(C)C)cc32)CC1. Reaction SMILES: [C:1]([CH3:2])([CH3:3])([CH3:4])[c:5]1[cH:6][cH:7][c:8]2[c:9]([n:10]([CH2:14][CH2:15][CH2:16][Cl:17])[c:11](=[O:13])[o:12]2)[cH:18]1.[CH2:19]([CH2:20][CH2:21][CH3:22])[CH:23]1[CH2:24][CH2:25][NH:26][CH2:27][CH2:28]1>>[C:1]([CH3:2])([CH3:3])([CH3:4])[c:5]1[cH:6][cH:7][c:8]2[c:9]([n:10]([CH2:14][CH2:15][CH2:16][N:26]3[CH2:25][CH2:24][CH:23]([CH2:19][CH2:20][CH2:21][CH3:22])[CH2:28][CH2:27]3)[c:11](=[O:13])[o:12]2)[cH:18]1. Starting materials: intermediate 2.2, CC(C)(C)C=1C=C(C(=O)NCCC2=CC=C(C=C2)[N+](=O)[O-])C=C(C1O)C(C)(C)C (3,5-bis-(1,1-dimethylethyl)-4-hydroxy-N-[2-(4-nitrophenyl)ethyl]-benzamide), CC(C)(C)C=1C=C(C(=O)NCC2=CC=C(C=C2)[N+](=O)[O-])C=C(C1O)C(C)(C)C (3,5-bis-(1,1-dimethylethyl)-4-hydroxy-N-[(4-nitrophenyl)methyl]-benzamide). The product is CC(C)(C)C=1C=C(C(=O)NCCC2=CC=C(C=C2)N)C=C(C1O)C(C)(C)C (3,5-bis-(1,1-dimethylethyl)-4-hydroxy-N-[2-(4-aminophenyl)ethyl]-benzamide). Isolated yield 76.0%. Reaction SMILES: [CH3:1][C:2]([C:5]1[CH:6]=[C:7]([CH:22]=[C:23]([C:26]([CH3:29])([CH3:28])[CH3:27])[C:24]=1[OH:25])[C:8]([NH:10][CH2:11][CH2:12][C:13]1[CH:18]=[CH:17][C:16]([N+:19]([O-])=O)=[CH:15][CH:14]=1)=[O:9])([CH3:4])[CH3:3].CC(C1C=C(C=C(C(C)(C)C)C=1O)C(NCC1C=CC([N+]([O-])=O)=CC=1)=O)(C)C>>[CH3:4][C:2]([C:5]1[CH:6]=[C:7]([CH:22]=[C:23]([C:26]([CH3:29])([CH3:28])[CH3:27])[C:24]=1[OH:25])[C:8]([NH:10][CH2:11][CH2:12][C:13]1[CH:18]=[CH:17][C:16]([NH2:19])=[CH:15][CH:14]=1)=[O:9])([CH3:1])[CH3:3]. Procedure: The experimental protocol used is the same as that described for intermediate 2.2, 3,5-bis-(1,1-dimethylethyl)-4-hydroxy-N-[2-(4-nitrophenyl)ethyl]-benzamide replacing the 3,5-bis-(1,1-dimethylethyl)-4-hydroxy-N-[(4-nitrophenyl)methyl]-benzamide. A white powder is obtained with a yield of 76%. Melting point: 193-195° C. Starting materials: C(C)(C)(C)OC(=O)NC(CN)COC(NCCCCCCCCCCCCCCCCCC)=O (2-tert-Butoxycarbonylamino-3-octadecylcarbamoyloxypropylamine), ClCCCS(=O)(=O)NCC(CSCCCCCCCCCCCCCCCC)OC (3-(3-chloropropylsulfonylamino)-1-hexadecylthio-2-methoxypropane). The product is C(C)(C)(C)OC(=O)NC(COC(NCCCCCCCCCCCCCCCCCC)=O)CNS(=O)(=O)CCCCl (2-tert-butoxycarbonylamino-3-(3-chloropropylsulfonylamino)-1-octadecylcarbamoyloxypropane). Reaction SMILES: [C:1]([O:5][C:6]([NH:8][CH:9]([CH2:12][O:13][C:14](=[O:34])[NH:15][CH2:16][CH2:17][CH2:18][CH2:19][CH2:20][CH2:21][CH2:22][CH2:23][CH2:24][CH2:25][CH2:26][CH2:27][CH2:28][CH2:29][CH2:30][CH2:31][CH2:32][CH3:33])[CH2:10][NH2:11])=[O:7])([CH3:4])([CH3:3])[CH3:2].[Cl:35][CH2:36][CH2:37][CH2:38][S:39](NCC(OC)CSCCCCCCCCCCCCCCCC)(=[O:41])=[O:40]>>[C:1]([O:5][C:6]([NH:8][CH:9]([CH2:10][NH:11][S:39]([CH2:38][CH2:37][CH2:36][Cl:35])(=[O:41])=[O:40])[CH2:12][O:13][C:14](=[O:34])[NH:15][CH2:16][CH2:17][CH2:18][CH2:19][CH2:20][CH2:21][CH2:22][CH2:23][CH2:24][CH2:25][CH2:26][CH2:27][CH2:28][CH2:29][CH2:30][CH2:31][CH2:32][CH3:33])=[O:7])([CH3:4])([CH3:3])[CH3:2]. Procedure: 2-tert-Butoxycarbonylamino-3-octadecylcarbamoyloxypropylamine IVe2 is allowed to react by the same procedure as described in (4). m.p. 112°-115° C. The summary of the experimental condition and the physical data of the product are listed in Table 7. Yields the product C(#N)C1=CC=2N(C=C1)C=C(N2)C2=CC=C(C(=O)NCCC(=O)OC(C)(C)C)C=C2 (Tert-butyl 3-[4-(7-cyanoimidazo[1,2-a]pyridin-2-yl)benzamido]propionate). Solvent: Example 5]in, ClCCl (dichloromethane), CN(C)C=O (DMF). Procedure: 6.6 g of 4-(7-cyanoimidazo[1,2-a]pyridin-2-yl)benzoic acid [obtainable as in Example 5]in 100 ml of dichloromethane and 25 ml of DMF are stirred with 4.5 g of β-alanine tert-butyl ester in the presence of 5.25 g of N-(3-dimethylaminopropyl)-N'-ethylcarbodiimide and 6 ml of N-methylmorpholine at room temperature for 20 h. This is followed by extraction 3-4 times with 30 ml of water each time, evaporation and the customary working-up. Tert-butyl 3-[4-(7-cyanoimidazo[1,2-a]pyridin-2-yl)benzamido]pr... Starting materials: C(C)(C)(C)OC(CCN)=O (β-alanine tert-butyl ester), CN(CCCN=C=NCC)C (N-(3-dimethylaminopropyl)-N'-ethylcarbodiimide), CN1CCOCC1 (N-methylmorpholine), C(#N)C1=CC=2N(C=C1)C=C(N2)C2=CC=C(C(=O)O)C=C2 (4-(7-cyanoimidazo[1,2-a]pyridin-2-yl)benzoic acid). RXN SMILES: [C:1]([C:3]1[CH:8]=[CH:7][N:6]2[CH:9]=[C:10]([C:12]3[CH:20]=[CH:19][C:15]([C:16]([OH:18])=O)=[CH:14][CH:13]=3)[N:11]=[C:5]2[CH:4]=1)#[N:2].[C:21]([O:25][C:26](=[O:30])[CH2:27][CH2:28][NH2:29])([CH3:24])([CH3:23])[CH3:22].CN(C)CCCN=C=NCC.CN1CCOCC1>CN(C=O)C.ClCCl>[C:1]([C:3]1[CH:8]=[CH:7][N:6]2[CH:9]=[C:10]([C:12]3[CH:13]=[CH:14][C:15]([C:16]([NH:29][CH2:28][CH2:27][C:26]([O:25][C:21]([CH3:24])([CH3:23])[CH3:22])=[O:30])=[O:18])=[CH:19][CH:20]=3)[N:11]=[C:5]2[CH:4]=1)#[N:2].